From a dataset of the Open Reaction Database (ORD), a public repository of structured organic reaction records. describe an organic reaction: reactants, conditions, products, and yield Starting materials: CC(=O)O, Cl, N=C(N)NCCCCC(O)CC(=O)O. Yields the product CC(=O)OC(CCCCNC(=N)N)CC(=O)O. RXN SMILES: [CH3:16][C:17]([OH:18])=[O:19].[ClH:15].[NH:1]([C:2](=[NH:3])[NH2:4])[CH2:5][CH2:6][CH2:7][CH2:8][CH:9]([CH2:10][C:11](=[O:12])[OH:13])[OH:14]>>[NH:1]([C:2](=[NH:3])[NH2:4])[CH2:5][CH2:6][CH2:7][CH2:8][CH:9]([CH2:10][C:11](=[O:12])[OH:13])[O:14][C:17]([CH3:16])=[O:18]. The reactants are CN(C(CN(C(CN1C(C=2C(C1=O)=CC=CC2)=O)=O)C2=CC=CC=C2)=O)C2=CC(=CC=C2)C (N-methyl-N-(3-methylphenyl)-2-(N-phenyl-2-phthalimidoacetamido)acetamide), O.NN (hydrazine hydrate), CC=1C=C(C=CC1)N=C=O (3-methylphenyl isocyanate). Yields the product CN(C(CN(C(CNC(=O)NC1=CC(=CC=C1)C)=O)C1=CC=CC=C1)=O)C1=CC(=CC=C1)C (N-methyl-N-(3-methylphenyl)-2-{2-[3-(3-methylphenyl)ureido]-N-phenylacetamido}acetamide). The yield is 32.2%. Reaction SMILES: [CH3:1][N:2]([C:27]1[CH:32]=[CH:31][CH:30]=[C:29]([CH3:33])[CH:28]=1)[C:3](=[O:26])[CH2:4][N:5]([C:20]1[CH:25]=[CH:24][CH:23]=[CH:22][CH:21]=1)[C:6](=[O:19])[CH2:7][N:8]1[C:12](=[O:13])C2=CC=CC=C2C1=O.O.NN.[CH3:37][C:38]1[CH:39]=[C:40]([N:44]=C=O)[CH:41]=[CH:42][CH:43]=1>>[CH3:1][N:2]([C:27]1[CH:32]=[CH:31][CH:30]=[C:29]([CH3:33])[CH:28]=1)[C:3](=[O:26])[CH2:4][N:5]([C:20]1[CH:21]=[CH:22][CH:23]=[CH:24][CH:25]=1)[C:6](=[O:19])[CH2:7][NH:8][C:12]([NH:44][C:40]1[CH:41]=[CH:42][CH:43]=[C:38]([CH3:37])[CH:39]=1)=[O:13] |f:1.2|. Procedure details: The procedure is analogous to that described in Example 23, but 2.7 g of N-methyl-N-(3-methylphenyl)-2-(N-phenyl-2-phthalimidoacetamido)acetamide, 0.6 g of hydrazine hydrate and 0.8 g of 3-methylphenyl isocyanate are used as the starting material. The product obtained is purified by chromatography on 25 g of silica gel (0.065-0.200 mm) contained in a column 1.7 cm in diameter [eluent: methylene chloride/ethyl acetate (80-20 by volume)], collecting 25 cm3 fractions. Fractions 13 to 27 are combine... Reactants: NC=1SC(=CN1)C(=O)OC (Methyl 2-aminothiazole-5-carboxylate), N(=O)OCCCCC (amyl nitrite). Run in O1CCOCC1 (dioxan), petroleum ether. Product: S1C=NC=C1C(=O)OC (methyl thiazole-5-carboxylate). The yield is 44.7%. As a reaction SMILES: N[C:2]1[S:3][C:4]([C:7]([O:9][CH3:10])=[O:8])=[CH:5][N:6]=1.N(OCCCCC)=O>O1CCOCC1>[S:3]1[C:4]([C:7]([O:9][CH3:10])=[O:8])=[CH:5][N:6]=[CH:2]1. Procedure: Methyl 2-aminothiazole-5-carboxylate (79 g, 0.5 mol) was added over a period of 2 hours to a boiling solution of amyl nitrite (117.0 g, 1.0 mol) in dioxan (1 liter). After refluxing for a further half hour, the solvent was removed under reduced pressure and the residue was steam distilled to give a yellow oil which, on trituration with petroleum ether, gave the desired product as a white solid (32.0 g), m.pt. 68° C. The reactants are C1(C=2C(C(=O)O1)=CC=CC2)=O (phthalic anhydride), C(C=1C(N)=CC=CC1)#N (anthranilonitrile). Solvent: C(C)(=O)OCC (ethyl acetate), C(C)(=O)OCC (ethyl acetate). The product is C(#N)C1=C(NC(C=2C(C(=O)O)=CC=CC2)=O)C=CC=C1 (2'-cyanophthalanilic acid). As a reaction SMILES: [C:1]1(=[O:11])[O:6][C:4](=[O:5])[C:3]2=[CH:7][CH:8]=[CH:9][CH:10]=[C:2]12.[C:12](#[N:20])[C:13]1[C:14](=[CH:16][CH:17]=[CH:18][CH:19]=1)[NH2:15]>C(OCC)(=O)C>[C:12]([C:13]1[CH:19]=[CH:18][CH:17]=[CH:16][C:14]=1[NH:15][C:4](=[O:5])[C:3]1[C:2](=[CH:10][CH:9]=[CH:8][CH:7]=1)[C:1]([OH:6])=[O:11])#[N:20]. Procedure: A solution of sublimed phthalic anhydride in ethyl acetate is reacted with a solution of anthranilonitrile in ethyl acetate to form 2'-cyanophthalanilic acid. The 2'-cyanophthalanilic acid is then boiled with acetic anhydride to convert the acid to 2'-cyanophthalanil. The 2'-cyanophthalanil is thereafter boiled in a mixture containing 2% potassium hydroxide and 2.4% hydrogen peroxide, cooled and neutralized with hydrochloric acid to cyclicize it and form isoindolo [2,1-a]quinazoline-5,11-dione. ... Starting materials: [BH4-], CC(C)=Nn1c(CCCCN2CCN(c3ccc4ccccc4n3)CC2)nc2c(c1=O)CC1(CC2)OCCO1, CO, [Na+]. Product: CC(C)Nn1c(CCCCN2CCN(c3ccc4ccccc4n3)CC2)nc2c(c1=O)CC1(CC2)OCCO1. RXN SMILES: [BH4-:1].[CH2:3]1[O:4][C:5]2([CH2:6][c:7]3[c:8](=[O:39])[n:9]([N:35]=[C:36]([CH3:37])[CH3:38])[c:10]([CH2:15][CH2:16][CH2:17][CH2:18][N:19]4[CH2:20][CH2:21][N:22]([c:25]5[n:26][c:27]6[cH:28][cH:29][cH:30][cH:31][c:32]6[cH:33][cH:34]5)[CH2:23][CH2:24]4)[n:11][c:12]3[CH2:13][CH2:14]2)[O:40][CH2:41]1.[CH3:42][OH:43].[Na+:2]>>[CH2:3]1[O:4][C:5]2([CH2:6][c:7]3[c:8](=[O:39])[n:9]([NH:35][CH:36]([CH3:37])[CH3:38])[c:10]([CH2:15][CH2:16][CH2:17][CH2:18][N:19]4[CH2:20][CH2:21][N:22]([c:25]5[n:26][c:27]6[cH:28][cH:29][cH:30][cH:31][c:32]6[cH:33][cH:34]5)[CH2:23][CH2:24]4)[n:11][c:12]3[CH2:13][CH2:14]2)[O:40][CH2:41]1. The reactants are C(C)(C)(C)OC(=O)NN=CC=1CS[C@H]2N(C1C(=O)O)C(C2NC(CC=2SC=CC2)=O)=O (3-(2-tertiary butoxycarbonylhydrazono)methyl-7-(2-thienylacetamido)-3-cephem-4-carboxylic acid), C1(=CC=CC=C1)OC (anisole), FC(C(=O)O)(F)F (trifluoroacetic acid). Solvent: C(Cl)Cl (methylene chloride). Reaction conditions: time 1 hour. Yields the product N(N)=CC=1CS[C@H]2N(C1C(=O)O)C(C2NC(CC=2SC=CC2)=O)=O (3-hydrazonomethyl-7-(2-thienylacetamido)-3-cephem-4-carboxylic acid). RXN SMILES: C(OC([NH:8][N:9]=[CH:10][C:11]1[CH2:12][S:13][C@@H:14]2[CH:21]([NH:22][C:23](=[O:30])[CH2:24][C:25]3[S:26][CH:27]=[CH:28][CH:29]=3)[C:20](=[O:31])[N:15]2[C:16]=1[C:17]([OH:19])=[O:18])=O)(C)(C)C.C1(OC)C=CC=CC=1.FC(F)(F)C(O)=O>C(Cl)Cl>[N:9](=[CH:10][C:11]1[CH2:12][S:13][C@@H:14]2[CH:21]([NH:22][C:23](=[O:30])[CH2:24][C:25]3[S:26][CH:27]=[CH:28][CH:29]=3)[C:20](=[O:31])[N:15]2[C:16]=1[C:17]([OH:19])=[O:18])[NH2:8]. Procedure: To a solution of 3-(2-tertiary butoxycarbonylhydrazono)methyl-7-(2-thienylacetamido)-3-cephem-4-carboxylic acid (247 mg) in methylene chloride (1 ml) are added anisole (0.6 ml) and trifluoroacetic acid (0.6 ml), and the mixture is kept at room temperature for 1 hour. After removing trifluoroacetic acid and methylene chloride, the reaction mixture is diluted with ether. The separated cyrstals are collected by filtration and dried to give 3-hydrazonomethyl-7-(2-thienylacetamido)-3-cephem-4-carboxy... Reactants: CCN, CCO, O=C(CCl)Nc1cc(Oc2ncccc2C(F)(F)F)c(Cl)cc1F. Product: CCNCC(=O)Nc1cc(Oc2ncccc2C(F)(F)F)c(Cl)cc1F. Reaction SMILES: [CH3:25][CH2:26][NH2:27].[CH3:28][CH2:29][OH:30].[Cl:1][c:2]1[cH:3][c:4]([F:24])[c:5]([NH:19][C:20]([CH2:21][Cl:22])=[O:23])[cH:6][c:7]1[O:8][c:9]1[n:10][cH:11][cH:12][cH:13][c:14]1[C:15]([F:16])([F:17])[F:18]>>[Cl:1][c:2]1[cH:3][c:4]([F:24])[c:5]([NH:19][C:20]([CH2:21][NH:27][CH2:26][CH3:25])=[O:23])[cH:6][c:7]1[O:8][c:9]1[n:10][cH:11][cH:12][cH:13][c:14]1[C:15]([F:16])([F:17])[F:18]. Starting materials: C(C)(=O)SCC(C(=O)O)CC(C)C (3-acetylthio-2-isobutylpropionic acid), C(C1=CC=CC=C1)Br (benzyl bromide), C1CCC2=NCCCN2CC1 (DBU). Run in C1(=CC=CC=C1)C (toluene). Yields the product C(C)(=O)SCC(C(=O)OCC1=CC=CC=C1)CC(C)C (benzyl 3-acetylthio-2-isobutylpropionate). Isolated yield 83.2%. Reaction SMILES: [C:1]([S:4][CH2:5][CH:6]([CH2:10][CH:11]([CH3:13])[CH3:12])[C:7]([OH:9])=[O:8])(=[O:3])[CH3:2].[CH2:14](Br)[C:15]1[CH:20]=[CH:19][CH:18]=[CH:17][CH:16]=1.C1CCN2C(=NCCC2)CC1>C1(C)C=CC=CC=1>[C:1]([S:4][CH2:5][CH:6]([CH2:10][CH:11]([CH3:13])[CH3:12])[C:7]([O:9][CH2:14][C:15]1[CH:20]=[CH:19][CH:18]=[CH:17][CH:16]=1)=[O:8])(=[O:3])[CH3:2]. Procedure: A solution of 3-acetylthio-2-isobutylpropionic acid [obtained by Michael addition of thiolacetic acid onto 2-isobutylacrylic acid] (7 g, 34.3 mmol), benzyl bromide (4.29 ml, 36 mmol) and DBU (5.2 ml, 35 mmol) in toluene (55 ml) was stirred for 18 hours at room temperature. The solvents were evaporated in vacuo. The residue was partitioned between ethyl acetate and 5% sodium bicarbonate. The organic layer was washed with brine and dried over MgSO4. Purification of the residue by chromatography on...